This data is from the Open Reaction Database (ORD), a public repository of structured organic reaction records. The task is: describe an organic reaction: reactants, conditions, products, and yield Reactants: Fc1cccc(Br)c1, C1CCOC1, CN(C)C1(C#N)CCC2(CC1)OCCO2, [Cl-], [Mg], [NH4+], O. Product: Cl, CN(C)C1(c2cccc(F)c2)CCC2(CC1)OCCO2. RXN SMILES: [Br:1][c:2]1[cH:3][c:4]([F:8])[cH:5][cH:6][cH:7]1.[CH2:28]1[O:29][CH2:30][CH2:31][CH2:32]1.[CH3:10][N:11]([C:12]1([C:22]#[N:23])[CH2:13][CH2:14][C:15]2([O:16][CH2:17][CH2:18][O:19]2)[CH2:20][CH2:21]1)[CH3:24].[Cl-:25].[Mg:9].[NH4+:26].[OH2:27]>>[ClH:25].[c:2]1([C:12]2([N:11]([CH3:10])[CH3:24])[CH2:13][CH2:14][C:15]3([O:16][CH2:17][CH2:18][O:19]3)[CH2:20][CH2:21]2)[cH:3][c:4]([F:8])[cH:5][cH:6][cH:7]1. Reactants: O1C(OCC1)CC(CC(=O)OCC)(C)C (ethyl 4-(dioxolan-2-yl)-3,3-dimethylbutanoate), [H-].[Al+3].[Li+].[H-].[H-].[H-] (lithium aluminum hydride), S(=O)(=O)([O-])[O-].[Na+].[Na+] (sodium sulfate). The solvent is CCOCC (ether), CCOCC (ether). Run at time 3 hour. The product is O1C(OCC1)CC(CCO)(C)C (4-(dioxolan-2-yl)-3,3-dimethylbutanol). The yield is 117.3%. Reaction SMILES: [O:1]1[CH2:5][CH2:4][O:3][CH:2]1[CH2:6][C:7]([CH3:15])([CH3:14])[CH2:8][C:9](OCC)=[O:10].[H-].[Al+3].[Li+].[H-].[H-].[H-].S([O-])([O-])(=O)=O.[Na+].[Na+]>CCOCC>[O:1]1[CH2:5][CH2:4][O:3][CH:2]1[CH2:6][C:7]([CH3:15])([CH3:14])[CH2:8][CH2:9][OH:10] |f:1.2.3.4.5.6,7.8.9|. Reported procedure: 86.7 g of ethyl 4-(dioxolan-2-yl)-3,3-dimethylbutanoate, prepared above, are dissolved in 720 ml of ether. This solution is added dropwise at 10° C. to a suspension of 9 g of lithium aluminum hydride in 700 ml of ether. When the addition is complete, the mixture is stirred for 3 hours at room temperature and then cooled to 10° C. A saturated solution of sodium sulfate is added dropwise at this temperature until a granular precipitate is obtained, which is filtered off. The ether filtrate is evap...